From a dataset of the Open Reaction Database (ORD), a public repository of structured organic reaction records. describe an organic reaction: reactants, conditions, products, and yield Starting materials: 3.01c, 3.01c, BrC1=CC=CC(=N1)C=O (6-bromo-pyridine-2-carboxaldehyde), Cl.C1(CCCCC1)NC(=O)C1CCNCC1 (piperidine-4-carboxylic acid cyclohexylamide hydrochloride). Product: C1(CCCCC1)NC(=O)C1CCN(CC1)CC1=NC(=CC=C1)Br (1-(6-Bromo-pyridin-2-ylmethyl)-piperidine-4-carboxylic acid cyclohexylamide). Reaction SMILES: [Br:1][C:2]1[N:7]=[C:6]([CH:8]=O)[CH:5]=[CH:4][CH:3]=1.Cl.[CH:11]1([NH:17][C:18]([CH:20]2[CH2:25][CH2:24][NH:23][CH2:22][CH2:21]2)=[O:19])[CH2:16][CH2:15][CH2:14][CH2:13][CH2:12]1>>[CH:11]1([NH:17][C:18]([CH:20]2[CH2:21][CH2:22][N:23]([CH2:8][C:6]3[CH:5]=[CH:4][CH:3]=[C:2]([Br:1])[N:7]=3)[CH2:24][CH2:25]2)=[O:19])[CH2:12][CH2:13][CH2:14][CH2:15][CH2:16]1 |f:1.2|. Procedure: The title compound is prepared according to the reaction 3.01c described above using 6-bromo-pyridine-2-carboxaldehyde and piperidine-4-carboxylic acid cyclohexylamide hydrochloride as in 3.01c: LC-MS A: tR=0.61 min; [M+H]+=382.20. The yield is 42.0%. Reagents/catalysts: C=1C=CC(=CC1)/C=C/C(=O)/C=C/C2=CC=CC=C2.C=1C=CC(=CC1)/C=C/C(=O)/C=C/C2=CC=CC=C2.[Pd] (bis(dibenzylideneacetone)palladium). Procedure details: Potassium tert-butoxide (18 mL, 18 mmol) was added to a THF (120 mL) solution of 3-(2-bromo-pyridin-3-yloxy)-propylamine (2.75 g, 11.9 mmol). The solution was purged with an Ar stream for 10 min, bis(dibenzylideneacetone)palladium (342 mg, 0.6 mmol) and tri-tert-butylphosphine (2.1 mL, 0.7 mmol, 10% in hexane) were added and the mixture was stirred at 60° C. for 5 h. The solvent was evaporated, the residue was dissolved in CH2Cl2. This solution was washed with water, dried and evaporated. Chroma... Conditions: temperature 60 celsius, time 5 hour. Reactants: CC(C)([O-])C.[K+] (Potassium tert-butoxide), BrC1=NC=CC=C1OCCCN (3-(2-bromo-pyridin-3-yloxy)-propylamine), C(C)(C)(C)P(C(C)(C)C)C(C)(C)C (tri-tert-butylphosphine). RXN SMILES: CC(C)([O-])C.[K+].Br[C:8]1[C:13]([O:14][CH2:15][CH2:16][CH2:17][NH2:18])=[CH:12][CH:11]=[CH:10][N:9]=1.C(P(C(C)(C)C)C(C)(C)C)(C)(C)C>C1C=CC(/C=C/C(/C=C/C2C=CC=CC=2)=O)=CC=1.C1C=CC(/C=C/C(/C=C/C2C=CC=CC=2)=O)=CC=1.[Pd].C1COCC1>[N:9]1[C:8]2[NH:18][CH2:17][CH2:16][CH2:15][O:14][C:13]=2[CH:12]=[CH:11][CH:10]=1 |f:0.1,4.5.6|. Product: N1=CC=CC2=C1NCCCO2 (6,7,8,9-tetrahydro-5-oxa-1,9-diaza-benzocycloheptene). Solvent: C1CCOC1 (THF).